Task: describe an organic reaction: reactants, conditions, products, and yield. Dataset: the Open Reaction Database (ORD), a public repository of structured organic reaction records Starting materials: [BH4-], CC[Si](CC)(CC)c1cc(C=O)co1, CO, [Na+]. Product: CC[Si](CC)(CC)c1cc(CO)co1. Reaction SMILES: [BH4-:1].[CH2:3]([CH3:4])[Si:5]([c:6]1[o:7][cH:8][c:9]([CH:11]=[O:12])[cH:10]1)([CH2:13][CH3:14])[CH2:15][CH3:16].[CH3:17][OH:18].[Na+:2]>>[CH2:3]([CH3:4])[Si:5]([c:6]1[o:7][cH:8][c:9]([CH2:11][OH:12])[cH:10]1)([CH2:13][CH3:14])[CH2:15][CH3:16]. Reactants: CC(=C[C@@H]1[C@@H](C1(C)C)C(=O)O)C (cis-chrysanthemic acid), C(C1=CC=CC=C1)(=O)OOC(C1=CC=CC=C1)=O (benzoyl peroxide), BrBr (bromine). The solvent is C1(=CC=CC=C1)C (toluene), C(Cl)(Cl)(Cl)Cl (carbon tetrachloride). Reaction conditions: temperature 80 celsius, time 20 minute. Yields the product CC(=CC1C(C1(C)C)C(=O)O)C (chrysanthemic acid). Yield: 93.5%. RXN SMILES: [CH3:1][C:2]([CH3:12])=[CH:3][C@H:4]1[C:6]([CH3:8])([CH3:7])[C@H:5]1[C:9]([OH:11])=[O:10].C(OOC(=O)C1C=CC=CC=1)(=O)C1C=CC=CC=1.BrBr>C1(C)C=CC=CC=1.C(Cl)(Cl)(Cl)Cl>[CH3:1][C:2]([CH3:12])=[CH:3][CH:4]1[C:6]([CH3:7])([CH3:8])[CH:5]1[C:9]([OH:11])=[O:10]. Reported procedure: 2.0 g of cis-chrysanthemic acid and 43 mg of benzoyl peroxide were dissolved in 20 ml of toluene and thereto was added dropwise a solution of bromine (28 mg) in carbon tetrachloride with stirring at 80° C. over a period of 20 minutes, and the reaction mixture was stirred at the same temperature for 20 minutes. Then, a post-treatment similar to Example 1 was effected to obtain 1.87 g of chrysanthemic acid. Gas chromatographic assay thereof showed the composition: cis, 5.9%; and trans, 94.1%. The reactants are CCO, O=[Hg], CC(N)CNC(=S)Nc1ccc(-c2nc3c(c(N4CCOCC4)n2)CCN(c2ncccn2)C3)cc1. The product is CC1CN=C(Nc2ccc(-c3nc4c(c(N5CCOCC5)n3)CCN(c3ncccn3)C4)cc2)N1. RXN SMILES: [CH3:37][CH2:38][OH:39].[Hg:40]=[O:41].[NH2:1][CH:2]([CH2:3][NH:4][C:5](=[S:6])[NH:7][c:8]1[cH:9][cH:10][c:11](-[c:14]2[n:15][c:16]([N:30]3[CH2:31][CH2:32][O:33][CH2:34][CH2:35]3)[c:17]3[c:18]([n:19]2)[CH2:20][N:21]([c:24]2[n:25][cH:26][cH:27][cH:28][n:29]2)[CH2:22][CH2:23]3)[cH:12][cH:13]1)[CH3:36]>>[NH:1]1[CH:2]([CH3:36])[CH2:3][N:4]=[C:5]1[NH:7][c:8]1[cH:9][cH:10][c:11](-[c:14]2[n:15][c:16]([N:30]3[CH2:31][CH2:32][O:33][CH2:34][CH2:35]3)[c:17]3[c:18]([n:19]2)[CH2:20][N:21]([c:24]2[n:25][cH:26][cH:27][cH:28][n:29]2)[CH2:22][CH2:23]3)[cH:12][cH:13]1. Starting materials: CCO, COC(=O)c1cc(O)c2cc(Cl)ccc2c1, [Na+], [OH-]. Yields the product O=C(O)c1cc(O)c2cc(Cl)ccc2c1. RXN SMILES: [CH3:19][CH2:20][OH:21].[Cl:1][c:2]1[cH:3][c:4]2[c:5]([OH:16])[cH:6][c:7]([C:12](=[O:13])[O:14][CH3:15])[cH:8][c:9]2[cH:10][cH:11]1.[Na+:18].[OH-:17]>>[Cl:1][c:2]1[cH:3][c:4]2[c:5]([OH:16])[cH:6][c:7]([C:12](=[O:13])[OH:14])[cH:8][c:9]2[cH:10][cH:11]1.